Dataset: the Open Reaction Database (ORD), a public repository of structured organic reaction records. Task: describe an organic reaction: reactants, conditions, products, and yield The reactants are ClC1=CC=CC2=C1N=CO2 (4-chlorobenzo[d]oxazole), BrC1=CC=CC=C1 (1-bromobenzene), Mg. Reagents/catalysts: [Pd] (Pd), C=1C=CC(=CC1)[P](C=2C=CC=CC2)(C=3C=CC=CC3)[Pd]([P](C=4C=CC=CC4)(C=5C=CC=CC5)C=6C=CC=CC6)([P](C=7C=CC=CC7)(C=8C=CC=CC8)C=9C=CC=CC9)[P](C=1C=CC=CC1)(C=1C=CC=CC1)C=1C=CC=CC1 (Pd(PPh3)4), [Cl-].[Zn+2].[Cl-] (zinc chloride). The solvent is C1CCOC1 (THF), C1CCOC1 (THF), C1CCOC1 (THF). Reaction conditions: time 2 hour. Product: C1(=CC=CC=C1)C1=CC=CC2=C1N=CO2 (4-phenylbenzo[d]oxazole). Yield: 89.0%. Reaction SMILES: Br[C:2]1[CH:7]=[CH:6][CH:5]=[CH:4][CH:3]=1.Cl[C:9]1[C:14]2[N:15]=[CH:16][O:17][C:13]=2[CH:12]=[CH:11][CH:10]=1>C1COCC1.[Cl-].[Zn+2].[Cl-].[Pd].C1C=CC([P]([Pd]([P](C2C=CC=CC=2)(C2C=CC=CC=2)C2C=CC=CC=2)([P](C2C=CC=CC=2)(C2C=CC=CC=2)C2C=CC=CC=2)[P](C2C=CC=CC=2)(C2C=CC=CC=2)C2C=CC=CC=2)(C2C=CC=CC=2)C2C=CC=CC=2)=CC=1>[C:2]1([C:9]2[C:14]3[N:15]=[CH:16][O:17][C:13]=3[CH:12]=[CH:11][CH:10]=2)[CH:7]=[CH:6][CH:5]=[CH:4][CH:3]=1 |f:3.4.5,^1:30,32,51,70|. Procedure details: a 500 mL 2-neck round-bottomed flask was equipped with a reflux condenser and replaced by nitrogen. 70 mL of THF that was dried with 0.11 mol of Mg metal was added to the above flask and then, 0.10 mol of 1-bromobenzene was added in a dropwise fashion. The reaction was significantly exodermic and thus a cooling bath was equipped to reduce the temperature inside the reactor less than 50° C. It was agitated for 2 hours at room temperature, 0.11 mol of zinc chloride was added with 100 mL of THF, an...